This data is from the Open Reaction Database (ORD), a public repository of structured organic reaction records. The task is: describe an organic reaction: reactants, conditions, products, and yield The reactants are C1(CC1)N(C(=O)C1=NC(=NC(=C1OCC1=CC=CC=C1)O)CC1(CCCC1)C1=CC=CC=C1)CCO (5-benzyloxy-6-hydroxy-2-(1-phenyl-cyclopentylmethyl)-pyrimidine-4-carboxylic acid cyclopropyl-(2-hydroxyethyl)-amide), [Si](C)(C)(C(C)(C)C)OCCN(C(=O)C1=NC(=NC(=C1OCC1=CC=CC=C1)O)CC1(CCCC1)C1=CC=CC=C1)C1CCC1 (5-benzyloxy-6-hydroxy-2-(1-phenyl-cyclopentylmethyl)-pyrimidine-4-carboxylic acid [2-(tert-butyl-dimethylsilanyloxy)-ethyl]-cyclobutyl-amide). The product is C1(CCC1)N(C(=O)C1=NC(=NC(=C1OCC1=CC=CC=C1)O)CC1(CCCC1)C1=CC=CC=C1)CCO (5-Benzyloxy-6-hydroxy-2-(1-phenyl-cyclopentylmethyl)-pyrimidine-4-carboxylic acid cyclobutyl-(2-hydroxyethyl)-amide). Yield: 99.7%. Procedure: This compound was prepared following the same method as described for 5-Benzyloxy-6-hydroxy-2-(1-phenyl-cyclopentylmethyl)-pyrimidine-4-carboxylic acid cyclopropyl-(2-hydroxyethyl)-amide (285) from 5-Benzyloxy-6-hydroxy-2-(1-phenyl-cyclopentylmethyl)-pyrimidine-4-carboxylic acid cyclobutyl-(2-hydroxyethyl)-amide (292) (420 mg, 0.68 mmol). The product was obtained as a white sticky solid (340 mg, 99.39%). As a reaction SMILES: C1(N(CCO)C(C2C(OCC3C=CC=CC=3)=C(O)N=C(CC3(C4C=CC=CC=4)CCCC3)N=2)=O)CC1.[Si]([O:44][CH2:45][CH2:46][N:47]([CH:77]1[CH2:80][CH2:79][CH2:78]1)[C:48]([C:50]1[C:55]([O:56][CH2:57][C:58]2[CH:63]=[CH:62][CH:61]=[CH:60][CH:59]=2)=[C:54]([OH:64])[N:53]=[C:52]([CH2:65][C:66]2([C:71]3[CH:76]=[CH:75][CH:74]=[CH:73][CH:72]=3)[CH2:70][CH2:69][CH2:68][CH2:67]2)[N:51]=1)=[O:49])(C(C)(C)C)(C)C>>[CH:77]1([N:47]([CH2:46][CH2:45][OH:44])[C:48]([C:50]2[C:55]([O:56][CH2:57][C:58]3[CH:63]=[CH:62][CH:61]=[CH:60][CH:59]=3)=[C:54]([OH:64])[N:53]=[C:52]([CH2:65][C:66]3([C:71]4[CH:72]=[CH:73][CH:74]=[CH:75][CH:76]=4)[CH2:70][CH2:69][CH2:68][CH2:67]3)[N:51]=2)=[O:49])[CH2:78][CH2:79][CH2:80]1. Starting materials: CCN(C(C)C)C(C)C (DIPEA), OC1=C(C(C(C2=CC(=CC=C12)C(F)(F)F)(C)C)=O)C(=O)OCC (ethyl 4-hydroxy-1,1-dimethyl-2-oxo-7-(trifluoromethyl)-naphthalene-3-carboxylate), Cl.C(C)(C)(C)OC(CN)=O (glycine tert-butyl ester hydrochloride). The solvent is O1CCOCC1 (dioxane). Run at temperature 75 celsius, time 15 hour. Product: FC(C1=CC=C2C(=C(C(C(C2=C1)(C)C)=O)C(=O)NCC(=O)OC(C)(C)C)O)(F)F (1,1-Dimethylethyl N-((7-trifluoromethyl-4-hydroxy-1,1-dimethyl-2-oxo-naphthalen-3-yl)carbonyl)glycinate). Yield: 21.4%. As a reaction SMILES: CCN(C(C)C)C(C)C.[OH:10][C:11]1[C:20]2[C:15](=[CH:16][C:17]([C:21]([F:24])([F:23])[F:22])=[CH:18][CH:19]=2)[C:14]([CH3:26])([CH3:25])[C:13](=[O:27])[C:12]=1[C:28](OCC)=[O:29].Cl.[C:34]([O:38][C:39](=[O:42])[CH2:40][NH2:41])([CH3:37])([CH3:36])[CH3:35]>O1CCOCC1>[F:22][C:21]([F:24])([F:23])[C:17]1[CH:16]=[C:15]2[C:20]([C:11]([OH:10])=[C:12]([C:28]([NH:41][CH2:40][C:39]([O:38][C:34]([CH3:37])([CH3:36])[CH3:35])=[O:42])=[O:29])[C:13](=[O:27])[C:14]2([CH3:26])[CH3:25])=[CH:19][CH:18]=1 |f:2.3|. Procedure: DIPEA (1870 μL, 10738 μmol, 2.5 eq) was added to a mixture of ethyl 4-hydroxy-1,1-dimethyl-2-oxo-7-(trifluoromethyl)-naphthalene-3-carboxylate (1.41 g, 4295 μmol) and glycine tert-butyl ester hydrochloride (864 mg, 5154 μmol) in dioxane (50 mL). The reaction mixture was stirred at 75° C. for 15 hours. The reaction mixture was cooled to room temperature and concentrated in vacuo to give a yellow solid. The crude solid was purified by silica flash chromatography (0-40% DCM/hexane) to give the desi... Starting materials: N1C(CCC1)=O (pyrrolidin-2-one), BrC1=CC(=C(C=C1)C(=O)N1CCN(CC1)C1=NC=C(C=C1C)C)Cl ((4-bromo-2-chlorophenyl)[4-(3,5-dimethylpyridin-2-yl)piperazin-1-yl]methanone). Product: ClC=1C=C(C=CC1C(=O)N1CCN(CC1)C1=NC=C(C=C1C)C)N1C(CCC1)=O (1-{3-chloro-4-[4-(3,5-dimethylpyridin-2-yl)piperazine-1-carbonyl]phenyl}pyrrolidin-2-one). The yield is 66.3%. Reaction SMILES: [NH:1]1[CH2:5][CH2:4][CH2:3][C:2]1=[O:6].Br[C:8]1[CH:13]=[CH:12][C:11]([C:14]([N:16]2[CH2:21][CH2:20][N:19]([C:22]3[C:27]([CH3:28])=[CH:26][C:25]([CH3:29])=[CH:24][N:23]=3)[CH2:18][CH2:17]2)=[O:15])=[C:10]([Cl:30])[CH:9]=1>>[Cl:30][C:10]1[CH:9]=[C:8]([N:1]2[CH2:5][CH2:4][CH2:3][C:2]2=[O:6])[CH:13]=[CH:12][C:11]=1[C:14]([N:16]1[CH2:17][CH2:18][N:19]([C:22]2[C:27]([CH3:28])=[CH:26][C:25]([CH3:29])=[CH:24][N:23]=2)[CH2:20][CH2:21]1)=[O:15]. Procedure: Using pyrrolidin-2-one (23 mg) and (4-bromo-2-chlorophenyl)[4-(3,5-dimethylpyridin-2-yl)piperazin-1-yl]methanone (100 mg) described in Preparation Example 119 and by the reaction and treatment in the same manner as in Example 1, the title compound (67 mg) was obtained. Reactants: C1CCOC1, C(=NC1CCCCC1)=NC1CCCCC1, O=C(O)C(Nc1cccc(F)c1)c1ccc(F)cc1, OC1CN2CCC1CC2, On1nnc2ccccc21. Product: O=C(OC1CN2CCC1CC2)C(Nc1cccc(F)c1)c1ccc(F)cc1. Reaction SMILES: [CH2:54]1[O:55][CH2:56][CH2:57][CH2:58]1.[CH:39]1([N:40]=[C:41]=[N:42][CH:43]2[CH2:44][CH2:45][CH2:46][CH2:47][CH2:48]2)[CH2:49][CH2:50][CH2:51][CH2:52][CH2:53]1.[F:1][c:2]1[cH:3][cH:4][c:5]([CH:8]([C:9](=[O:10])[OH:11])[NH:12][c:13]2[cH:14][c:15]([F:19])[cH:16][cH:17][cH:18]2)[cH:6][cH:7]1.[N:20]12[CH2:21][CH:22]([OH:28])[CH:23]([CH2:24][CH2:25]1)[CH2:26][CH2:27]2.[OH:29][n:30]1[c:31]2[c:32]([cH:33][cH:34][cH:35][cH:36]2)[n:37][n:38]1>>[F:1][c:2]1[cH:3][cH:4][c:5]([CH:8]([C:9]([O:10][CH:22]2[CH2:21][N:20]3[CH2:25][CH2:24][CH:23]2[CH2:26][CH2:27]3)=[O:11])[NH:12][c:13]2[cH:14][c:15]([F:19])[cH:16][cH:17][cH:18]2)[cH:6][cH:7]1. The reactants are ice water, CC(C)([O-])C.[K+] (potassium tert-butoxide), C(CC(=O)C)(=O)OCCCC (butyl acetoacetate), ice water, C(C(C)C)(=O)Cl (isobutyryl chloride), Cl (hydrochloric acid). The solvent is O (water), C(C)OCC (Diethyl ether). Reaction conditions: time 2 hour. The product is CC(C(C(C(=O)OCCCC)C(C)=O)=O)C (butyl 4-methyl-2-acetyl-3-oxo-valerate). RXN SMILES: CC(C)([O-])C.[K+].[C:7]([O:13][CH2:14][CH2:15][CH2:16][CH3:17])(=[O:12])[CH2:8][C:9]([CH3:11])=[O:10].[C:18](Cl)(=[O:22])[CH:19]([CH3:21])[CH3:20].Cl>C(OCC)C.O>[CH3:20][CH:19]([CH3:21])[C:18](=[O:22])[CH:8]([C:9](=[O:10])[CH3:11])[C:7]([O:13][CH2:14][CH2:15][CH2:16][CH3:17])=[O:12] |f:0.1|. Reported procedure: Under nitrogen atmosphere, to a reactor was added 0.22 mol of potassium tert-butoxide. After evacuating for 2 hrs, 80 ml of THF was added to dissolve the solid with stirring. Then 0.1 mol of butyl acetoacetate was slowly dropped to the reactor cooled in an ice-water bath, and the reaction was continued for further 2 hrs. Then under cooled in the ice-water bath, 0.12 mol of isobutyryl chloride was slowly dropped, and the reaction was continued for further 1.5 hrs. Next, under cooled in the ice-wa... Reactants: O (Water), [H-].[Na+] (sodium hydride), ICCCCC (1-iodopentane), C(C)(=O)N(CCC)C1=C(C=C(C=C1)C=1OC2=C(C(C1)=O)C(=C(C(=C2F)C)F)N)F (2-[4-[N-acetyl-N-(1-propyl)amino]-3-fluorophenyl]-5-amino-6,8-difluoro-7-methyl-4H-1-benzopyran-4-one). The solvent is CN(C=O)C (dimethylformamide). Conditions: time 6 hour. The product is C(C)(=O)N(CCC)C1=C(C=C(C=C1)C=1OC2=C(C(C1)=O)C(=C(C(=C2F)C)F)NCCCCC)F (2-[4-[N-acetyl-N-(1-propyl)amino]-3-fluorophenyl]-6,8-difluoro-7-methyl-5-(1-pentylamino)-4H-1-benzopyran-4-one). Yield: 26.0%. Reaction SMILES: [C:1]([N:4]([C:8]1[CH:13]=[CH:12][C:11]([C:14]2[O:15][C:16]3[C:24]([F:25])=[C:23]([CH3:26])[C:22]([F:27])=[C:21]([NH2:28])[C:17]=3[C:18](=[O:20])[CH:19]=2)=[CH:10][C:9]=1[F:29])[CH2:5][CH2:6][CH3:7])(=[O:3])[CH3:2].[H-].[Na+].I[CH2:33][CH2:34][CH2:35][CH2:36][CH3:37].O>CN(C)C=O>[C:1]([N:4]([C:8]1[CH:13]=[CH:12][C:11]([C:14]2[O:15][C:16]3[C:24]([F:25])=[C:23]([CH3:26])[C:22]([F:27])=[C:21]([NH:28][CH2:33][CH2:34][CH2:35][CH2:36][CH3:37])[C:17]=3[C:18](=[O:20])[CH:19]=2)=[CH:10][C:9]=1[F:29])[CH2:5][CH2:6][CH3:7])(=[O:3])[CH3:2] |f:1.2|. Reported procedure: 299 mg (0.740mmol) of the above 2-[4-[N-acetyl-N-(1-propyl)amino]-3-fluorophenyl]-5-amino-6,8-difluoro-7-methyl-4H-1-benzopyran-4-one was dissolved in 10 mL of dimethylformamide under argon atmosphere, 60 mg (1.5 mmol) of sodium hydride (60% oil dispersion) and 0.98 mL (7.4 mmol) of 1-iodopentane were added under ice-cooling and the mixture was stirred at room temperature for 6 hours. Water was added to the reaction solution and the mixture was extracted once with ethyl acetate. The organic laye...